Dataset: the Open Reaction Database (ORD), a public repository of structured organic reaction records. Task: describe an organic reaction: reactants, conditions, products, and yield Reaction SMILES: [CH3:1][N:2]1[CH2:3][CH2:4][O:5][CH2:6][CH2:7]1.[Cl:38][CH2:39][Cl:40].[Cl:8][C:9](=[O:10])[O:11][CH:12]([CH3:13])[CH3:14].[N+:15](=[O:16])([O-:17])[c:18]1[cH:19][cH:20][c:21]2[c:22]([cH:23][c:24]([CH:26]([CH3:27])[NH:28][C:29]([CH:30]([CH:31]([CH3:32])[CH3:33])[NH2:34])=[O:35])[o:25]2)[cH:36]1.[OH2:37]>>[C:9](=[O:10])([O:11][CH:12]([CH3:13])[CH3:14])[NH:34][CH:30]([C:29]([NH:28][CH:26]([c:24]1[cH:23][c:22]2[c:21]([cH:20][cH:19][c:18]([N+:15](=[O:16])[O-:17])[cH:36]2)[o:25]1)[CH3:27])=[O:35])[CH:31]([CH3:32])[CH3:33]. The reactants are CN1CCOCC1, ClCCl, CC(C)OC(=O)Cl, CC(NC(=O)C(N)C(C)C)c1cc2cc([N+](=O)[O-])ccc2o1, O. The product is CC(C)OC(=O)NC(C(=O)NC(C)c1cc2cc([N+](=O)[O-])ccc2o1)C(C)C. Starting materials: CN(C(=O)C1=CC2=C(N=C(N=C2)NC2=NC=C(C=C2)C=O)N1C1CCCC1)C (7-cyclopentyl-2-(5-formyl-pyridin-2-ylamino)-7H-pyrrolo[2,3-d]pyrimidine-6-carboxylic acid dimethylamide), C[C@H]1N([C@H](CNC1)C)C(=O)OC(C)(C)C (tert-butyl (2R,6S)-2,6-dimethylpiperazine-1-carboxylate). Yields the product C(C)(C)(C)OC(=O)N1[C@H](CN(C[C@H]1C)CC=1C=NC(=CC1)NC=1N=CC2=C(N1)N(C(=C2)C(N(C)C)=O)C2CCCC2)C ((2S,6R)-4-[6-(7-cyclopentyl-6-dimethylcarbamoyl-7H-pyrrolo[2,3-d]pyrimidin-2-ylamino)-pyridin-3-ylmethyl]-2,6-dimethyl-piperazine-1-carboxylic acid tert-butyl ester). The yield is 74.4%. Reaction SMILES: [CH3:1][N:2]([CH3:28])[C:3]([C:5]1[N:22]([CH:23]2[CH2:27][CH2:26][CH2:25][CH2:24]2)[C:8]2[N:9]=[C:10]([NH:13][C:14]3[CH:19]=[CH:18][C:17]([CH:20]=O)=[CH:16][N:15]=3)[N:11]=[CH:12][C:7]=2[CH:6]=1)=[O:4].[CH3:29][C@@H:30]1[CH2:35][NH:34][CH2:33][C@H:32]([CH3:36])[N:31]1[C:37]([O:39][C:40]([CH3:43])([CH3:42])[CH3:41])=[O:38]>>[C:40]([O:39][C:37]([N:31]1[C@H:32]([CH3:36])[CH2:33][N:34]([CH2:20][C:17]2[CH:16]=[N:15][C:14]([NH:13][C:10]3[N:11]=[CH:12][C:7]4[CH:6]=[C:5]([C:3](=[O:4])[N:2]([CH3:1])[CH3:28])[N:22]([CH:23]5[CH2:24][CH2:25][CH2:26][CH2:27]5)[C:8]=4[N:9]=3)=[CH:19][CH:18]=2)[CH2:35][C@@H:30]1[CH3:29])=[O:38])([CH3:43])([CH3:41])[CH3:42]. Reported procedure: Following General Procedure B, 7-cyclopentyl-2-(5-formyl-pyridin-2-ylamino)-7H-pyrrolo[2,3-d]pyrimidine-6-carboxylic acid dimethylamide (150 mg, 0.396 mmol) and tert-butyl (2R,6S)-2,6-dimethylpiperazine-1-carboxylate (93 mg, 0.436 mmol) gave (2S,6R)-4-[6-(7-cyclopentyl-6-dimethylcarbamoyl-7H-pyrrolo[2,3-d]pyrimidin-2-ylamino)-pyridin-3-ylmethyl]-2,6-dimethyl-piperazine-1-carboxylic acid tert-butyl ester (170 mg, 74%) [following SiO2 chromatography, eluting with 0-10% MeOH)/dichloromethane]. MS (... Reactants: CS(=O)(=O)c1ccc(-c2ccc(C(=O)O)cc2)s1, CCN(C(C)C)C(C)C, ClCCl, [Li], C1CNC(CN2CCCC2)C1, CN(C)C=O, On1nnc2ccccc21. The product is CS(=O)(=O)c1ccc(-c2ccc(C(=O)N3CCCC3CN3CCCC3)cc2)s1. As a reaction SMILES: [CH3:1][S:2](=[O:3])(=[O:4])[c:5]1[cH:6][cH:7][c:8](-[c:10]2[cH:11][cH:12][c:13]([C:14](=[O:15])[OH:16])[cH:17][cH:18]2)[s:9]1.[CH:30]([N:31]([CH2:32][CH3:33])[CH:34]([CH3:35])[CH3:36])([CH3:37])[CH3:38].[Cl:55][CH2:56][Cl:57].[Li:19].[NH:39]1[CH:40]([CH2:44][N:45]2[CH2:46][CH2:47][CH2:48][CH2:49]2)[CH2:41][CH2:42][CH2:43]1.[O:50]=[CH:51][N:52]([CH3:53])[CH3:54].[OH:20][n:21]1[c:22]2[c:23]([cH:24][cH:25][cH:26][cH:27]2)[n:28][n:29]1>>[CH3:1][S:2](=[O:3])(=[O:4])[c:5]1[cH:6][cH:7][c:8](-[c:10]2[cH:11][cH:12][c:13]([C:14](=[O:16])[N:39]3[CH:40]([CH2:44][N:45]4[CH2:46][CH2:47][CH2:48][CH2:49]4)[CH2:41][CH2:42][CH2:43]3)[cH:17][cH:18]2)[s:9]1. Starting materials: COC(=O)c1ccc2ccc(Oc3ccnc4cc(OC)c(OC)cc34)cc2c1, CCO, [Na+], [OH-]. Product: COc1cc2nccc(Oc3ccc4ccc(C(=O)O)cc4c3)c2cc1OC. RXN SMILES: [CH3:1][O:2][c:3]1[cH:4][c:5]2[c:6]([O:15][c:16]3[cH:17][cH:18][c:19]4[cH:20][cH:21][c:22]([C:26](=[O:27])[O:28][CH3:29])[cH:23][c:24]4[cH:25]3)[cH:7][cH:8][n:9][c:10]2[cH:11][c:12]1[O:13][CH3:14].[CH3:30][CH2:31][OH:32].[Na+:34].[OH-:33]>>[CH3:1][O:2][c:3]1[cH:4][c:5]2[c:6]([O:15][c:16]3[cH:17][cH:18][c:19]4[cH:20][cH:21][c:22]([C:26](=[O:27])[OH:28])[cH:23][c:24]4[cH:25]3)[cH:7][cH:8][n:9][c:10]2[cH:11][c:12]1[O:13][CH3:14]. Starting materials: CC(=O)O, [Cl-], Cl, O=N[O-], O=NO, Nc1cc(Cl)cc(C(=O)O)c1Cl, [Na+], O=S(=O)(O)O. Yields the product O=C(O)c1cc(Cl)cc(Cl)c1Cl. Reaction SMILES: [CH3:26][C:27](=[O:28])[OH:29].[Cl-:25].[ClH:30].[N:1]([O-:2])=[O:3].[N:22]([OH:23])=[O:24].[NH2:10][c:11]1[c:12]([Cl:21])[c:13]([C:14](=[O:15])[OH:16])[cH:17][c:18]([Cl:20])[cH:19]1.[Na+:4].[S:5](=[O:6])(=[O:7])([OH:8])[OH:9]>>[c:11]1([Cl:25])[c:12]([Cl:21])[c:13]([C:14](=[O:15])[OH:16])[cH:17][c:18]([Cl:20])[cH:19]1. Starting materials: COC(=O)CN1C(=O)CCc2cc(S(=O)(=O)Cl)ccc21, COC(=O)C(C)(C)c1ccc(S)c(OC)c1, COC(=O)CN1C(=O)CCc2cc(SCc3ccc(OCc4ccc(C(F)(F)F)cc4)cc3)ccc21. The product is COC(=O)CN1C(=O)CCc2cc(S)ccc21. Reaction SMILES: [CH3:17][O:18][C:19]([CH2:20][N:21]1[C:22](=[O:35])[CH2:23][CH2:24][c:25]2[cH:26][c:27]([S:31]([Cl:32])(=[O:33])=[O:34])[cH:28][cH:29][c:30]21)=[O:36].[CH3:1][O:2][C:3](=[O:4])[C:5]([c:6]1[cH:7][cH:8][c:9]([SH:10])[c:11]([O:12][CH3:13])[cH:14]1)([CH3:15])[CH3:16].[CH3:37][O:38][C:39](=[O:40])[CH2:41][N:42]1[c:43]2[c:44]([cH:45][c:46]([S:47][CH2:48][c:49]3[cH:50][cH:51][c:52]([O:53][CH2:54][c:55]4[cH:56][cH:57][c:58]([C:59]([F:60])([F:61])[F:62])[cH:63][cH:64]4)[cH:65][cH:66]3)[cH:67][cH:68]2)[CH2:69][CH2:70][C:71]1=[O:72]>>[CH3:17][O:18][C:19]([CH2:20][N:21]1[C:22](=[O:35])[CH2:23][CH2:24][c:25]2[cH:26][c:27]([SH:31])[cH:28][cH:29][c:30]21)=[O:36]. Solvent: CN(C)C=O (DMF), CCOC(=O)C (EtOAc). As a reaction SMILES: [C:1]([O:5][C:6](=[O:30])[NH:7][C:8]([C:10]1[S:11][C:12]([S:28][CH3:29])=[C:13]([S:15]([C:18]2[CH:26]=[C:25]([Br:27])[C:21]3[N:22]=[CH:23][NH:24][C:20]=3[CH:19]=2)(=[O:17])=[O:16])[CH:14]=1)=[NH:9])([CH3:4])([CH3:3])[CH3:2].[F:31][C:32]1[CH:39]=[CH:38][C:37]([N+:40]([O-:42])=[O:41])=[CH:36][C:33]=1[CH2:34]Br.C(NC(C)C)(C)C>CN(C=O)C.CCOC(C)=O>[C:1]([O:5][C:6](=[O:30])[NH:7][C:8]([C:10]1[S:11][C:12]([S:28][CH3:29])=[C:13]([S:15]([C:18]2[CH:26]=[C:25]([Br:27])[C:21]3[N:22]([CH2:34][C:33]4[CH:36]=[C:37]([N+:40]([O-:42])=[O:41])[CH:38]=[CH:39][C:32]=4[F:31])[CH:23]=[N:24][C:20]=3[CH:19]=2)(=[O:16])=[O:17])[CH:14]=1)=[NH:9])([CH3:4])([CH3:3])[CH3:2].[C:1]([O:5][C:6](=[O:30])[NH:7][C:8]([C:10]1[S:11][C:12]([S:28][CH3:29])=[C:13]([S:15]([C:18]2[CH:26]=[C:25]([Br:27])[C:21]3[N:22]=[CH:23][N:24]([CH2:34][C:33]4[CH:36]=[C:37]([N+:40]([O-:42])=[O:41])[CH:38]=[CH:39][C:32]=4[F:31])[C:20]=3[CH:19]=2)(=[O:16])=[O:17])[CH:14]=1)=[NH:9])([CH3:4])([CH3:3])[CH3:2]. Reaction conditions: temperature 40 celsius. The product is C(C)(C)(C)OC(NC(=N)C=1SC(=C(C1)S(=O)(=O)C1=CC2=C(N(C=N2)CC2=C(C=CC(=C2)[N+](=O)[O-])F)C(=C1)Br)SC)=O (({4-[7-bromo-1-(2-fluoro-5-nitro-benzyl)-1H-benzoimidazole-5-sulfonyl]-5-methylsulfanyl-thiophen-2-yl}-imino-methyl)-carbamic acid tert-butyl ester), C(C)(C)(C)OC(NC(=N)C=1SC(=C(C1)S(=O)(=O)C1=CC2=C(N=CN2CC2=C(C=CC(=C2)[N+](=O)[O-])F)C(=C1)Br)SC)=O (({4-[7-bromo-3-(2-fluoro-5-nitro-benzyl)-3H-benzoimidazole-5-sulfonyl]-5-methylsulfanyl-thiophen-2-yl}-imino-methyl)-carbamic acid tert-butyl ester). Procedure details: A solution of {[4-(7-bromo-3H-benzoimidazole-5-sulfonyl)-5-methylsulfanyl-thiophen-2-yl]-imino-methyl}-carbamic acid tert-butyl ester ((from above step c) 0.132 g, 0.248 mmol) in dry DMF (3 mL) was treated with 2-fluoro-5-nitrobenzylbromide (0.087 g, 0.373 mmol) and diisopropylamine (0.070 mL, 0.497 mmol) and heated to 40° C. 24 h. The solution was diluted with EtOAc and washed well with water (4×35 mL). The organic layer was dried over MgSO4 and concentrated in vacuo to afford the products ({4-... The reactants are C(C)(C)(C)OC(NC(=N)C=1SC(=C(C1)S(=O)(=O)C1=CC2=C(N=CN2)C(=C1)Br)SC)=O ({[4-(7-bromo-3H-benzoimidazole-5-sulfonyl)-5-methylsulfanyl-thiophen-2-yl]-imino-methyl}-carbamic acid tert-butyl ester), FC1=C(CBr)C=C(C=C1)[N+](=O)[O-] (2-fluoro-5-nitrobenzylbromide), C(C)(C)NC(C)C (diisopropylamine). Isolated yield 17.7%. Starting materials: O=C([O-])[O-], CI, CN(C)C=O, [K+], [K+], O, CCOC(=O)C(C)=NNc1ccc(O)cc1[N+](=O)[O-]. The product is CCOC(=O)C(C)=NNc1ccc(OC)cc1[N+](=O)[O-]. RXN SMILES: [C:22](=[O:23])([O-:24])[O-:25].[CH3:20][I:21].[CH3:28][N:29]([CH3:30])[CH:31]=[O:32].[K+:26].[K+:27].[OH2:33].[OH:1][c:2]1[cH:3][c:4]([N+:17](=[O:18])[O-:19])[c:5]([NH:8][N:9]=[C:10]([C:11](=[O:12])[O:13][CH2:14][CH3:15])[CH3:16])[cH:6][cH:7]1>>[O:1]([c:2]1[cH:3][c:4]([N+:17](=[O:18])[O-:19])[c:5]([NH:8][N:9]=[C:10]([C:11](=[O:12])[O:13][CH2:14][CH3:15])[CH3:16])[cH:6][cH:7]1)[CH3:22]. The reactants are COC(=O)C1Sc2ccccc2OCC1=O, ClCCCN1CCN(c2ccccc2)CC1. Yields the product Cl, COC(=O)C1Sc2ccccc2OC(CCCN2CCN(c3ccccc3)CC2)C1=O. As a reaction SMILES: [O:1]=[C:2]1[CH2:3][O:4][c:5]2[c:6]([cH:13][cH:14][cH:15][cH:16]2)[S:7][CH:8]1[C:9](=[O:10])[O:11][CH3:12].[c:17]1([N:23]2[CH2:24][CH2:25][N:26]([CH2:29][CH2:30][CH2:31][Cl:32])[CH2:27][CH2:28]2)[cH:18][cH:19][cH:20][cH:21][cH:22]1>>[ClH:32].[O:1]=[C:2]1[CH:3]([CH2:31][CH2:30][CH2:29][N:26]2[CH2:25][CH2:24][N:23]([c:17]3[cH:18][cH:19][cH:20][cH:21][cH:22]3)[CH2:28][CH2:27]2)[O:4][c:5]2[c:6]([cH:13][cH:14][cH:15][cH:16]2)[S:7][CH:8]1[C:9](=[O:10])[O:11][CH3:12]. The reactants are FC1=CC=C2N=CC(N(C2=C1)CCN1CCC(CC1)NC(OC(C)(C)C)=O)=O (1,1-dimethylethyl {1-[2-(7-fluoro-2-oxo-1(2H)-quinoxalinyl)ethyl]-4-piperidinyl}carbamate), Cl (hydrogen chloride). The solvent is CO (MeOH), C(Cl)Cl (DCM), O1CCOCC1 (1,4-dioxane). Conditions: time 3 hour. The product is Cl.Cl.NC1CCN(CC1)CCN1C(C=NC2=CC=C(C=C12)F)=O (1-[2-(4-Amino-1-piperidinyl)ethyl]-7-fluoro-2(1H)-quinoxalinone Dihydrochloride). RXN SMILES: [F:1][C:2]1[CH:11]=[C:10]2[C:5]([N:6]=[CH:7][C:8](=[O:28])[N:9]2[CH2:12][CH2:13][N:14]2[CH2:19][CH2:18][CH:17]([NH:20]C(=O)OC(C)(C)C)[CH2:16][CH2:15]2)=[CH:4][CH:3]=1.[ClH:29]>CO.C(Cl)Cl.O1CCOCC1>[ClH:29].[ClH:29].[NH2:20][CH:17]1[CH2:16][CH2:15][N:14]([CH2:13][CH2:12][N:9]2[C:10]3[C:5](=[CH:4][CH:3]=[C:2]([F:1])[CH:11]=3)[N:6]=[CH:7][C:8]2=[O:28])[CH2:19][CH2:18]1 |f:5.6.7|. Procedure details: A solution of 1,1-dimethylethyl {1-[2-(7-fluoro-2-oxo-1(2H)-quinoxalinyl)ethyl]-4-piperidinyl}carbamate (4.0 g) in dry MeOH (15 ml) and dry DCM (30 ml) was treated with 4 M hydrogen chloride in 1,4-dioxane (30 ml) and stirred at rt for 3 h. It was evaporated to dryness and the insoluble product was heated in MeOH (50 ml), cooled, filtered, washed with cold MeOH, then ether, to give a solid (3.05 g).